From a dataset of the Open Reaction Database (ORD), a public repository of structured organic reaction records. describe an organic reaction: reactants, conditions, products, and yield The reactants are C(CC)[N-]CCC.C(CC)[N-]CCC.C(CC)[N-]CCC.C(CC)[N-]CCC.[Ti+4] (titanium tetrakis(di-n-propylamide)), [Ti](Cl)(Cl)(Cl)Cl (Titanium tetrachloride), C(CC)[N-]CCC.C(CC)[N-]CCC.C(CC)[N-]CCC.C(CC)[N-]CCC.[Ti+4] (titanium tetrakis(di-n-propylamide)). Solvent: C1(=CC=CC=C1)C (toluene), C1(=CC=CC=C1)C (toluene). The product is C(CC)[N-]CCC.C(CC)[N-]CCC.C(CC)[N-]CCC.Cl[Ti+3] (chlorotitanium tris(di-n-propylamide)). As a reaction SMILES: [CH2:1]([N-:4][CH2:5][CH2:6][CH3:7])[CH2:2][CH3:3].[CH2:8]([N-:11][CH2:12][CH2:13][CH3:14])[CH2:9][CH3:10].[CH2:15]([N-:18][CH2:19][CH2:20][CH3:21])[CH2:16][CH3:17].C([N-]CCC)CC.[Ti+4].[Ti:30](Cl)(Cl)(Cl)[Cl:31]>C1(C)C=CC=CC=1>[CH2:1]([N-:4][CH2:5][CH2:6][CH3:7])[CH2:2][CH3:3].[CH2:8]([N-:11][CH2:12][CH2:13][CH3:14])[CH2:9][CH3:10].[CH2:15]([N-:18][CH2:19][CH2:20][CH3:21])[CH2:16][CH3:17].[Cl:31][Ti+3:30] |f:0.1.2.3.4,7.8.9.10|. Procedure details: A 250 mL Schlenk flask equipped with a magnetic stir bar is charged with titanium tetrakis(di-n-propylamide), 4.49 g (10.0 mmole), and toluene, 100 mL. Titanium tetrachloride, 0.63 g (3.34 mmole), is diluted in toluene, 50 mL, in a 100 mL Schlenk flask then added to the magnetically stirred flask containing titanium tetrakis(di-n-propylamide). The darkly colored solution is refluxed one hour then all volatiles are removed under vacuum. The product, chlorotitanium tris(di-n-propylamide) is used w... The reactants are BrB(Br)Br, CO, CCCc1c(C(=O)COC)c2ccc(C(N)=O)cc2n1Cc1ccccc1Cl, ClCCl, O. Yields the product CCCc1c(C(=O)CO)c2ccc(C(N)=O)cc2n1Cc1ccccc1Cl. RXN SMILES: [B:29]([Br:30])([Br:31])[Br:32].[CH3:36][OH:37].[Cl:1][c:2]1[c:3]([CH2:4][n:5]2[c:6]([CH2:22][CH2:23][CH3:24])[c:7]([C:17]([CH2:18][O:19][CH3:20])=[O:21])[c:8]3[cH:9][cH:10][c:11]([C:14](=[O:15])[NH2:16])[cH:12][c:13]23)[cH:25][cH:26][cH:27][cH:28]1.[Cl:33][CH2:34][Cl:35].[OH2:38]>>[Cl:1][c:2]1[c:3]([CH2:4][n:5]2[c:6]([CH2:22][CH2:23][CH3:24])[c:7]([C:17]([CH2:18][OH:19])=[O:21])[c:8]3[cH:9][cH:10][c:11]([C:14](=[O:15])[NH2:16])[cH:12][c:13]23)[cH:25][cH:26][cH:27][cH:28]1.